This data is from the Open Reaction Database (ORD), a public repository of structured organic reaction records. The task is: describe an organic reaction: reactants, conditions, products, and yield Starting materials: [Mg] (magnesium), II (iodine), [Cl-].[NH4+] (ammonium chloride), BrC1=CC=C(C=C1)Cl (p-bromochlorobenzene), C(C)Br (ethyl bromide), II (iodine), C(C=C(C)C)Cl (prenyl chloride). The solvent is O1CCCC1 (tetrahydrofuran), O1CCCC1 (tetrahydrofuran), O1CCCC1 (tetrahydrofuran). Run at temperature 20 celsius, time 8 hour. Product: ClC1=CC=C(C=C1)CC=C(C)C (p-chloroprenylbenzene). Yield: 64.0%. As a reaction SMILES: [Mg].II.C(Br)C.Br[C:8]1[CH:13]=[CH:12][C:11]([Cl:14])=[CH:10][CH:9]=1.[CH2:15](Cl)[CH:16]=[C:17]([CH3:19])[CH3:18].[Cl-].[NH4+]>O1CCCC1>[Cl:14][C:11]1[CH:12]=[CH:13][C:8]([CH2:15][CH:16]=[C:17]([CH3:19])[CH3:18])=[CH:9][CH:10]=1 |f:5.6|. Procedure: Under nitrogen atmosphere, 55.1 g of magnesium turnings, 800 ml of tetrahydrofuran, and about 0.1 g of several pieces of iodine were put in a flask. With stirring, 2 ml of ethyl bromide was added, whereupon coloration by iodine disappeared. Then, a solution of 361.7 g of p-bromochlorobenzene in 2 liters of tetrahydrofuran was added dropwise at such a speed that the reaction temperature was maintained at 25° C. to 30° C. After the addition, the mixture was further stirred for 1 hour, and cooled t...